From a dataset of the Open Reaction Database (ORD), a public repository of structured organic reaction records. describe an organic reaction: reactants, conditions, products, and yield Starting materials: NC=1N=CC2=CC=CC=C2C1 (3-Aminoisoquinoline), CC(=O)OC(=O)C (Ac2O). Yields the product C1=NC(=CC2=CC=CC=C12)NC(C)=O (N-3-isoquinolinylacetamide). As a reaction SMILES: [NH2:1][C:2]1[N:3]=[CH:4][C:5]2[C:10]([CH:11]=1)=[CH:9][CH:8]=[CH:7][CH:6]=2.[CH3:12][C:13](OC(C)=O)=[O:14]>>[CH:4]1[C:5]2[C:10](=[CH:9][CH:8]=[CH:7][CH:6]=2)[CH:11]=[C:2]([NH:1][C:13](=[O:14])[CH3:12])[N:3]=1. Procedure details: 3-Aminoisoquinoline (495 mg, 3.44 mmol) was stirred in Ac2O (9 mL) at 60° for 16 hours. The mixture was cooled to room temperature and concentrated in vacuo to provide the title compound which was used in the next step without further purification. Starting materials: CC(C)(C)OC(=O)N(C(=O)OC(C)(C)C)c1ccc(CBr)nc1, CCOP(OCC)OCC, Cc1ccccc1C. Product: CCOP(=O)(Cc1ccc(N(C(=O)OC(C)(C)C)C(=O)OC(C)(C)C)cn1)OCC. RXN SMILES: [C:1]([CH3:2])([CH3:3])([CH3:4])[O:5][C:6](=[O:7])[N:8]([C:9](=[O:10])[O:11][C:12]([CH3:13])([CH3:14])[CH3:15])[c:16]1[cH:17][n:18][c:19]([CH2:22][Br:23])[cH:20][cH:21]1.[P:24]([O:25][CH2:26][CH3:27])([O:28][CH2:29][CH3:30])[O:31][CH2:32][CH3:33].[c:34]1([CH3:35])[c:36]([CH3:37])[cH:38][cH:39][cH:40][cH:41]1>>[C:1]([CH3:2])([CH3:3])([CH3:4])[O:5][C:6](=[O:7])[N:8]([C:9](=[O:10])[O:11][C:12]([CH3:13])([CH3:14])[CH3:15])[c:16]1[cH:17][n:18][c:19]([CH2:22][P:24]([O:25][CH2:26][CH3:27])([O:28][CH2:29][CH3:30])=[O:31])[cH:20][cH:21]1.